From a dataset of the Open Reaction Database (ORD), a public repository of structured organic reaction records. describe an organic reaction: reactants, conditions, products, and yield Product: O=C(Cn1nc(-c2ccc(Cl)cc2)n(C2CC2)c1=O)NC(CO)c1cccc(C(F)(F)F)c1. Reactants: O=C(Cn1nc(-c2ccc(Cl)cc2)n(CC(O)C(F)(F)F)c1=O)NC(CO)c1cccc(F)c1F, O=C(O)Cn1nc(-c2ccc(Cl)cc2)n(C2CC2)c1=O, O=C(O)C(F)(F)F, NC(CO)c1cccc(C(F)(F)F)c1. Reaction SMILES: [Cl:1][c:2]1[cH:3][cH:4][c:5](-[c:6]2[n:7]([CH2:8][CH:9]([OH:10])[C:11]([F:12])([F:13])[F:14])[c:15](=[O:16])[n:17]([CH2:18][C:19]([NH:20][CH:21]([c:22]3[cH:23][cH:24][cH:25][c:26]([F:27])[c:28]3[F:29])[CH2:30][OH:31])=[O:32])[n:33]2)[cH:34][cH:35]1.[Cl:36][c:37]1[cH:38][cH:39][c:40](-[c:43]2[n:44][n:45]([CH2:52][C:53](=[O:54])[OH:55])[c:46](=[O:51])[n:47]2[CH:48]2[CH2:49][CH2:50]2)[cH:41][cH:42]1.[F:56][C:57]([F:58])([F:59])[C:60]([OH:61])=[O:62].[NH2:63][CH:64]([CH2:65][OH:66])[c:67]1[cH:68][c:69]([C:73]([F:74])([F:75])[F:76])[cH:70][cH:71][cH:72]1>>[Cl:36][c:37]1[cH:38][cH:39][c:40](-[c:43]2[n:44][n:45]([CH2:52][C:53](=[O:54])[NH:63][CH:64]([CH2:65][OH:66])[c:67]3[cH:68][c:69]([C:73]([F:74])([F:75])[F:76])[cH:70][cH:71][cH:72]3)[c:46](=[O:51])[n:47]2[CH:48]2[CH2:49][CH2:50]2)[cH:41][cH:42]1. Starting materials: C1CCOC1, O=C(O)c1ccc(OCC2CC2)cc1F, O. The product is OCc1ccc(OCC2CC2)cc1F. RXN SMILES: [CH2:17]1[O:18][CH2:19][CH2:20][CH2:21]1.[CH:1]1([CH2:4][O:5][c:6]2[cH:7][c:8]([F:15])[c:9]([C:10](=[O:11])[OH:12])[cH:13][cH:14]2)[CH2:2][CH2:3]1.[OH2:16]>>[CH:1]1([CH2:4][O:5][c:6]2[cH:7][c:8]([F:15])[c:9]([CH2:10][OH:11])[cH:13][cH:14]2)[CH2:2][CH2:3]1. Starting materials: C1(=CC=CC=C1)S (thiophenol), ClC1=C(C=O)C=C(C=C1)[N+](=O)[O-] (2-chloro-5-nitro-benzaldehyde). The solvent is [OH-].[Na+] (sodium hydroxide), C(C)O (ethanol), O (water), C(C)O (ethanol). Conditions: temperature 60 celsius, time 30 minute. Yields the product [N+](=O)([O-])C=1C=C(C=O)C(=CC1)SC1=CC=CC=C1 (3-nitro-6-(phenylthio)-benzaldehyde). Reaction SMILES: Cl[C:2]1[CH:9]=[CH:8][C:7]([N+:10]([O-:12])=[O:11])=[CH:6][C:3]=1[CH:4]=[O:5].[C:13]1([SH:19])[CH:18]=[CH:17][CH:16]=[CH:15][CH:14]=1>C(O)C.[OH-].[Na+].O>[N+:10]([C:7]1[CH:6]=[C:3]([C:2]([S:19][C:13]2[CH:18]=[CH:17][CH:16]=[CH:15][CH:14]=2)=[CH:9][CH:8]=1)[CH:4]=[O:5])([O-:12])=[O:11] |f:3.4|. Procedure details: A solution of 480 g of 2-chloro-5-nitro-benzaldehyde in 3.2 litres of ethanol is treated dropwise under a nitrogen atmosphere at 30°-40° C with stirring within 4 hours with a solution of 320 g of thiophenol in 120 g of sodium hydroxide, 2 litres of ethanol and 440 ml of water. The mixture is stirred for a further 30 minutes at 60° C, then cooled to 0° C and filtered. There is obtained crude crystalline 3-nitro-6-(phenylthio)-benzaldehyde of melting point 96°-100° C. The reactants are O=C1CCC(=O)N1Br, ClCCl, CCOC(C)=O, Cn1ccc(NC(=O)C(CC2CCCC2)c2ccc(S(C)(=O)=O)c(Cl)c2)n1, CC(C)(O)CC(=O)n1ccc(N)n1, c1ccc(P(c2ccccc2)c2ccccc2)cc1, Cc1cccc(C)n1. The product is CC(C)(O)CC(=O)n1ccc(NC(=O)C(CC2CCCC2)c2ccc(S(C)(=O)=O)c(Cl)c2)n1. As a reaction SMILES: [Br:20][N:21]1[C:22](=[O:23])[CH2:24][CH2:25][C:26]1=[O:27].[CH2:76]([Cl:77])[Cl:78].[CH3:79][CH2:80][O:81][C:82](=[O:83])[CH3:84].[Cl:28][c:29]1[cH:30][c:31]([CH:39]([C:40](=[O:41])[NH:42][c:43]2[cH:44][cH:45][n:46]([CH3:47])[n:48]2)[CH2:49][CH:50]2[CH2:51][CH2:52][CH2:53][CH2:54]2)[cH:32][cH:33][c:34]1[S:35](=[O:36])(=[O:37])[CH3:38].[NH2:55][c:56]1[n:57][n:58]([C:61]([CH2:62][C:63]([CH3:64])([CH3:65])[OH:66])=[O:67])[cH:59][cH:60]1.[c:1]1([P:2]([c:3]2[cH:4][cH:5][cH:6][cH:7][cH:8]2)[c:9]2[cH:10][cH:11][cH:12][cH:13][cH:14]2)[cH:15][cH:16][cH:17][cH:18][cH:19]1.[n:68]1[c:69]([CH3:70])[cH:71][cH:72][cH:73][c:74]1[CH3:75]>>[Cl:28][c:29]1[cH:30][c:31]([CH:39]([C:40](=[O:41])[NH:55][c:56]2[n:57][n:58]([C:61]([CH2:62][C:63]([CH3:64])([CH3:65])[OH:66])=[O:67])[cH:59][cH:60]2)[CH2:49][CH:50]2[CH2:51][CH2:52][CH2:53][CH2:54]2)[cH:32][cH:33][c:34]1[S:35](=[O:36])(=[O:37])[CH3:38]. As a reaction SMILES: [N:1]1([CH2:6][CH2:7][CH2:8][C:9]([OH:11])=O)[CH:5]=[CH:4][N:3]=[CH:2]1.C(N1C=CN=C1)(N1C=CN=C1)=O.[CH2:24]([O:26][C:27](=[O:32])[CH2:28]C(O)=O)[CH3:25]>O1CCCC1>[CH2:24]([O:26][C:27](=[O:32])[CH2:28][C:9](=[O:11])[CH2:8][CH2:7][CH2:6][N:1]1[CH:5]=[CH:4][N:3]=[CH:2]1)[CH3:25]. Yield: 44.0%. Procedure details: To a suspension of 4-(1-imidazolyl)butyric acid (0.5 g) in tetrahydrofuran (35 ml), 1,1'-carbonyldiimidazole (0.578 g) was added, followed by stirring at room temperature for 6 hours. After magnesium salt of malonic acid monoethyl ester [Mg(OCOCH2COOC2H5)2 ] (1.02 g) was added, the mixture was stirred at room temperature for 18 more hours. After the reaction mixture was concentrated under reduced pressure, the residue was dissolved in dichloromethane. The dichloromethane layer was washed with wa... Run at time 6 hour. Reactants: N1(C=NC=C1)CCCC(=O)O (4-(1-imidazolyl)butyric acid), C(=O)(N1C=NC=C1)N1C=NC=C1 (1,1'-carbonyldiimidazole), magnesium salt, C(C)OC(CC(=O)O)=O (malonic acid monoethyl ester). The product is C(C)OC(CC(CCCN1C=NC=C1)=O)=O (6-(1-imidazolyl)-3-oxohexanoic acid ethyl ester). Run in O1CCCC1 (tetrahydrofuran).